describe an organic reaction: reactants, conditions, products, and yield From a dataset of the Open Reaction Database (ORD), a public repository of structured organic reaction records. The reactants are C(C=C)C(O)C1=CC=CC2=CC=CC=C12 (Allyl-1-naphthylcarbinol), [Cr](=O)(=O)([O-])Cl.[NH+]1=CC=CC=C1 (pyridinium chlorochromate). Solvent: ClCCl (dichloromethane). Product: C(C=C)C(=O)C1=CC=CC2=CC=CC=C12 (Allyl-1-naphthylketone). RXN SMILES: [CH2:1]([CH:4]([C:6]1[C:15]2[C:10](=[CH:11][CH:12]=[CH:13][CH:14]=2)[CH:9]=[CH:8][CH:7]=1)[OH:5])[CH:2]=[CH2:3].[Cr](Cl)([O-])(=O)=O.[NH+]1C=CC=CC=1>ClCCl>[CH2:1]([C:4]([C:6]1[C:15]2[C:10](=[CH:11][CH:12]=[CH:13][CH:14]=2)[CH:9]=[CH:8][CH:7]=1)=[O:5])[CH:2]=[CH2:3] |f:1.2|. Procedure: Allyl-1-naphthylcarbinol (205 mg) and pyridinium chlorochromate (230 mg) were reacted in dichloromethane (2 mL) at room temperature for 4 hours. Reactants: C(C=C)N (allyl amine), C1(CCCC(=O)O1)=O (glutaric anhydride), C(C=C)N (Allyl amine), C1(CCCC(=O)O1)=O (Glutaric anhydride), C1(CCCC(=O)O1)=O (glutaric anhydride), C(C=C)N (allyl amine). Run in C(Cl)(Cl)Cl (chloroform), C(Cl)(Cl)Cl (chloroform). Yields the product O=C(CCCC(=O)O)NCC=C (5-oxo-6-aza-8-nonenoic acid). As a reaction SMILES: [C:1]1(=[O:8])[O:7][C:5](=[O:6])[CH2:4][CH2:3][CH2:2]1.[CH2:9]([NH2:12])[CH:10]=[CH2:11]>C(Cl)(Cl)Cl>[O:6]=[C:5]([NH:12][CH2:9][CH:10]=[CH2:11])[CH2:4][CH2:3][CH2:2][C:1]([OH:7])=[O:8]. Procedure: A functional monomer was prepared in the following manner, and was used in Example 15 to introduce activated ester groups on the backbone of the polymer. Glutaric anhydride, 20 g (0.175 mole), was dissolved in 100 ml chloroform. The glutaric anhydride solution was cooled to <10° C. using an ice bath. Allyl amine, 10 g (0.177 mole), was dissolved in 50 ml chloroform and added to the cooled solution of glutaric anhydride with stirring. The addition rate of allyl amine was adjusted to keep the reac... The reactants are CCOC(C)=O, CN(C)C=O, [Li+], COC(=O)CCc1ccc(N(Cc2ccc(Cn3c(-c4ccccc4)cc4ccccc43)cc2)S(=O)(=O)c2ccccc2[N+](=O)[O-])cc1, [OH-], O, O=C(O)CS. The product is COC(=O)CCc1ccc(NCc2ccc(Cn3c(-c4ccccc4)cc4ccccc43)cc2)cc1. Reaction SMILES: [CH3:57][CH2:58][O:59][C:60](=[O:61])[CH3:62].[CH3:63][N:64]([CH3:65])[CH:66]=[O:67].[Li+:56].[N+:1]([c:2]1[cH:3][cH:4][cH:5][cH:6][c:7]1[S:8](=[O:9])(=[O:10])[N:13]([c:14]1[cH:15][cH:16][c:17]([CH2:20][CH2:21][C:22](=[O:23])[O:24][CH3:25])[cH:18][cH:19]1)[CH2:26][c:27]1[cH:28][cH:29][c:30]([CH2:33][n:34]2[c:35](-[c:43]3[cH:44][cH:45][cH:46][cH:47][cH:48]3)[cH:36][c:37]3[cH:38][cH:39][cH:40][cH:41][c:42]23)[cH:31][cH:32]1)([O-:11])=[O:12].[OH-:55].[OH2:54].[SH:49][CH2:50][C:51]([OH:52])=[O:53]>>[NH:13]([c:14]1[cH:15][cH:16][c:17]([CH2:20][CH2:21][C:22](=[O:23])[O:24][CH3:25])[cH:18][cH:19]1)[CH2:26][c:27]1[cH:28][cH:29][c:30]([CH2:33][n:34]2[c:35](-[c:43]3[cH:44][cH:45][cH:46][cH:47][cH:48]3)[cH:36][c:37]3[cH:38][cH:39][cH:40][cH:41][c:42]23)[cH:31][cH:32]1. The reactants are N#CC1(c2ccc(C(=O)O)cc2)CCCC1, COc1ccc(N)cc1, O=S(Cl)Cl. Yields the product COc1ccc(NC(=O)c2ccc(C3(C#N)CCCC3)cc2)cc1. As a reaction SMILES: [C:1](#[N:2])[C:3]1([c:8]2[cH:9][cH:10][c:11]([C:12](=[O:13])[OH:14])[cH:15][cH:16]2)[CH2:4][CH2:5][CH2:6][CH2:7]1.[CH3:21][O:22][c:23]1[cH:24][cH:25][c:26]([NH2:27])[cH:28][cH:29]1.[S:17]([Cl:18])([Cl:19])=[O:20]>>[C:1](#[N:2])[C:3]1([c:8]2[cH:9][cH:10][c:11]([C:12](=[O:14])[NH:27][c:26]3[cH:25][cH:24][c:23]([O:22][CH3:21])[cH:29][cH:28]3)[cH:15][cH:16]2)[CH2:4][CH2:5][CH2:6][CH2:7]1. Product: C(C1=CC=CC=C1)OCCCOC1=CC=C(C=C1)C1C(CN(CC1OCC1=CC2=CC=CC=C2C=C1)C(=O)OC(C)(C)C)COC(NCCN1CCOCC1)=O (tert-butyl (3SR,4RS,5RS)-4-[4-(3-benzyloxy-propoxy)-phenyl]-3-(2-morpholin-4-yl-ethylcarbamoyl-oxymethyl)-5-(naphthalen-2-ylmethoxy)-piperidine-1-carboxylate). Starting materials: Example 150 ( a ), C(C1=CC=CC=C1)OCCCOC1=CC=C(C=C1)C1C(CN(CC1OCC1=CC2=CC=CC=C2C=C1)C(=O)OC(C)(C)C)CO (tert-butyl (3SR,4RS,5RS)-4-[4-(3-benzyloxy-propoxy)-phenyl]-3-hydroxymethyl-5-(naphthalen-2-ylmethoxy)-piperidine-1-carboxylate), Example 148 ( h ), ClC(=O)[O-] (chloroformate), NCCN1CCOCC1 (4-(2-aminoethyl)-morpholine). RXN SMILES: [CH2:1]([O:8][CH2:9][CH2:10][CH2:11][O:12][C:13]1[CH:18]=[CH:17][C:16]([CH:19]2[CH:24]([O:25][CH2:26][C:27]3[CH:36]=[CH:35][C:34]4[C:29](=[CH:30][CH:31]=[CH:32][CH:33]=4)[CH:28]=3)[CH2:23][N:22]([C:37]([O:39][C:40]([CH3:43])([CH3:42])[CH3:41])=[O:38])[CH2:21][CH:20]2[CH2:44][OH:45])=[CH:15][CH:14]=1)[C:2]1[CH:7]=[CH:6][CH:5]=[CH:4][CH:3]=1.Cl[C:47]([O-:49])=O.[NH2:50][CH2:51][CH2:52][N:53]1[CH2:58][CH2:57][O:56][CH2:55][CH2:54]1>>[CH2:1]([O:8][CH2:9][CH2:10][CH2:11][O:12][C:13]1[CH:14]=[CH:15][C:16]([CH:19]2[CH:24]([O:25][CH2:26][C:27]3[CH:36]=[CH:35][C:34]4[C:29](=[CH:30][CH:31]=[CH:32][CH:33]=4)[CH:28]=3)[CH2:23][N:22]([C:37]([O:39][C:40]([CH3:42])([CH3:41])[CH3:43])=[O:38])[CH2:21][CH:20]2[CH2:44][O:45][C:47](=[O:49])[NH:50][CH2:51][CH2:52][N:53]2[CH2:58][CH2:57][O:56][CH2:55][CH2:54]2)=[CH:17][CH:18]=1)[C:2]1[CH:3]=[CH:4][CH:5]=[CH:6][CH:7]=1. Reported procedure: In an analogous manner to that described in Example 150 (a), from tert-butyl (3SR,4RS,5RS)-4-[4-(3-benzyloxy-propoxy)-phenyl]-3-hydroxymethyl-5-(naphthalen-2-ylmethoxy)-piperidine-1-carboxylate [Example 148 (h)] there was synthesized the corresponding chloroformate, reaction of which with 4-(2-aminoethyl)-morpholine gave tert-butyl (3SR,4RS,5RS)-4-[4-(3-benzyloxy-propoxy)-phenyl]-3-(2-morpholin-4-yl-ethylcarbamoyl-oxymethyl)-5-(naphthalen-2-ylmethoxy)-piperidine-1-carboxylate as a colourless sol... As a reaction SMILES: [Br-:24].[C:7]([CH3:8])(=[O:9])[O:10][CH2:11][C:12](=[O:13])[c:14]1[cH:15][cH:16][c:17]([C:20]([CH3:21])([CH3:22])[CH3:23])[cH:18][cH:19]1.[CH2:45]1[O:46][CH2:47][CH2:48][CH2:49]1.[CH3:1][C:2]([CH3:3])([O-:4])[CH3:5].[CH3:25][P+:26]([c:27]1[cH:28][cH:29][cH:30][cH:31][cH:32]1)([c:33]1[cH:34][cH:35][cH:36][cH:37][cH:38]1)[c:39]1[cH:40][cH:41][cH:42][cH:43][cH:44]1.[K+:6]>>[CH2:1]=[C:12]([CH2:11][O:10][C:7]([CH3:8])=[O:9])[c:14]1[cH:15][cH:16][c:17]([C:20]([CH3:21])([CH3:22])[CH3:23])[cH:18][cH:19]1. Product: C=C(COC(C)=O)c1ccc(C(C)(C)C)cc1. Reactants: [Br-], CC(=O)OCC(=O)c1ccc(C(C)(C)C)cc1, C1CCOC1, CC(C)(C)[O-], C[P+](c1ccccc1)(c1ccccc1)c1ccccc1, [K+]. The reactants are mixed solution, Cl (hydrochloric acid), C(C)(=O)O (acetic acid), C(C)(C)(C)NC1=C(C=CC(=N1)N1C=C(C(C2=CC(=C(C(=C12)Cl)F)F)=O)C(=O)OCC)F (ethyl 1-[6-(t-butyl-amino)-5-fluoropyridine-2-yl]-8-chloro-6,7-difluoro-4-oxo-1,4-dihydroquinoline-3-carboxylate). The solvent is O (water). Conditions: time 3 hour. Yields the product NC1=C(C=CC(=N1)N1C=C(C(C2=CC(=C(C(=C12)Cl)F)F)=O)C(=O)O)F (1-(6-amino-5-fluoropyridine-2-yl)-8-chloro-6,7-difluoro-4-oxo-1,4-dihydroquinoline-3-carboxylic acid). Yield: 93.3%. RXN SMILES: Cl.C(O)(=O)C.C([NH:10][C:11]1[N:16]=[C:15]([N:17]2[C:26]3[C:21](=[CH:22][C:23]([F:29])=[C:24]([F:28])[C:25]=3[Cl:27])[C:20](=[O:30])[C:19]([C:31]([O:33]CC)=[O:32])=[CH:18]2)[CH:14]=[CH:13][C:12]=1[F:36])(C)(C)C>O>[NH2:10][C:11]1[N:16]=[C:15]([N:17]2[C:26]3[C:21](=[CH:22][C:23]([F:29])=[C:24]([F:28])[C:25]=3[Cl:27])[C:20](=[O:30])[C:19]([C:31]([OH:33])=[O:32])=[CH:18]2)[CH:14]=[CH:13][C:12]=1[F:36]. Procedure details: To 2 ml of mixed solution (1:1) of 4N hydrochloric acid and acetic acid was added 450 mg of ethyl 1-[6-(t-butyl-amino)-5-fluoropyridine-2-yl]-8-chloro-6,7-difluoro-4-oxo-1,4-dihydroquinoline-3-carboxylate, and the mixture was heated under reflux with stirring for 3 hours. After adding 1 ml of distilled water, the mixture was allowed to cool, and the precipitate was collected by filtration and washed with ethanol and diisopropylether successively to obtain 342 mg of the title compound as a colorl... The reactants are C(C)(=O)C=1C=NC2=CC=C(C=C2C1N[C@@H]1CC[C@H](CC1)NC(OC(C)(C)C)=O)Br (tert-butyl trans-4-(3-acetyl-6-bromoquinolin-4-ylamino)cyclohexylcarbamate), FC1=C(C(=CC(=C1)B1CC(C(C1)(C)C)(C)C)F)O (2,6-difluoro-4-(3,3,4,4-tetramethylborolan-1-yl)phenol). Product: C(C)(=O)C=1C=NC2=CC=C(C=C2C1N[C@@H]1CC[C@H](CC1)NC(OC(C)(C)C)=O)C1=CC(=C(C(=C1)F)O)F (tert-Butyl trans-4-[3-acetyl-6-(3,5-difluoro-4-hydroxyphenyl)quinolin-4-ylamino]cyclohexylcarbamate). The yield is 58.6%. As a reaction SMILES: [C:1]([C:4]1[CH:5]=[N:6][C:7]2[C:12]([C:13]=1[NH:14][C@H:15]1[CH2:20][CH2:19][C@H:18]([NH:21][C:22](=[O:28])[O:23][C:24]([CH3:27])([CH3:26])[CH3:25])[CH2:17][CH2:16]1)=[CH:11][C:10](Br)=[CH:9][CH:8]=2)(=[O:3])[CH3:2].[F:30][C:31]1[CH:36]=[C:35](B2CC(C)(C)C(C)(C)C2)[CH:34]=[C:33]([F:46])[C:32]=1[OH:47]>>[C:1]([C:4]1[CH:5]=[N:6][C:7]2[C:12]([C:13]=1[NH:14][C@H:15]1[CH2:20][CH2:19][C@H:18]([NH:21][C:22](=[O:28])[O:23][C:24]([CH3:27])([CH3:26])[CH3:25])[CH2:17][CH2:16]1)=[CH:11][C:10]([C:35]1[CH:36]=[C:31]([F:30])[C:32]([OH:47])=[C:33]([F:46])[CH:34]=1)=[CH:9][CH:8]=2)(=[O:3])[CH3:2]. Procedure details: Following general procedure D, tert-butyl trans-4-(3-acetyl-6-bromoquinolin-4-ylamino)cyclohexylcarbamate (47 mg, 0.100 mmol) was reacted with 2,6-difluoro-4-(3,3,4,4-tetramethylborolan-1-yl)phenol (97 mg, 0.382 mmol) to afford the desired product (30 mg, 59%) as a yellow solid: ESI MS m/z 512 [C28H31F2N3O4+H]+.